describe an organic reaction: reactants, conditions, products, and yield From a dataset of the Open Reaction Database (ORD), a public repository of structured organic reaction records. Reactants: O=C1N(CCCCBr)CSC12CCCC2, CC#N, Cl, [I-], [K+], [K+], [Na+], O=C([O-])[O-], c1ccc2c(N3CCNCC3)nsc2c1. The product is O=C1N(CCCCN2CCN(c3nsc4ccccc34)CC2)CSC12CCCC2. Reaction SMILES: [Br:1][CH2:2][CH2:3][CH2:4][CH2:5][N:6]1[CH2:7][S:8][C:9]2([C:10]1=[O:11])[CH2:12][CH2:13][CH2:14][CH2:15]2.[CH3:40][C:41]#[N:42].[ClH:16].[I-:38].[K+:32].[K+:33].[Na+:39].[O-:34][C:35]([O-:36])=[O:37].[s:17]1[n:18][c:19]([N:26]2[CH2:27][CH2:28][NH:29][CH2:30][CH2:31]2)[c:20]2[c:21]1[cH:22][cH:23][cH:24][cH:25]2>>[CH2:2]([CH2:3][CH2:4][CH2:5][N:6]1[CH2:7][S:8][C:9]2([C:10]1=[O:11])[CH2:12][CH2:13][CH2:14][CH2:15]2)[N:29]1[CH2:28][CH2:27][N:26]([c:19]2[n:18][s:17][c:21]3[c:20]2[cH:25][cH:24][cH:23][cH:22]3)[CH2:31][CH2:30]1. Reactants: C(CCCCC(=O)OC)(=O)OC (dimethyl adipate), COC1=C(C(=C(C=C1)CN2CCN(CC2)CC3=CC=CC=C3)O)OC (BHDP), C(CCC)[Sn](CCCC)=O (dibutyltin oxide), polyester, hydroxyl, 50.0. Run in CO (methanol). Run at temperature 180 celsius. Yields the product COC1=C(C(=C(C=C1)CN2CCN(CC2)CC3=CC=CC=C3)O)OC.C(CCCCC(=O)[O-])(=O)[O-] (BHDP Adipate). RXN SMILES: [C:1]([O:11]C)(=[O:10])[CH2:2][CH2:3][CH2:4][CH2:5][C:6]([O:8]C)=[O:7].[CH3:13][O:14][C:15]1[CH:20]=[CH:19][C:18]([CH2:21][N:22]2[CH2:27][CH2:26][N:25]([CH2:28][C:29]3[CH:34]=[CH:33][CH:32]=[CH:31][CH:30]=3)[CH2:24][CH2:23]2)=[C:17]([OH:35])[C:16]=1[O:36][CH3:37].C([Sn](=O)CCCC)CCC>CO>[CH3:13][O:14][C:15]1[CH:20]=[CH:19][C:18]([CH2:21][N:22]2[CH2:23][CH2:24][N:25]([CH2:28][C:29]3[CH:30]=[CH:31][CH:32]=[CH:33][CH:34]=3)[CH2:26][CH2:27]2)=[C:17]([OH:35])[C:16]=1[O:36][CH3:37].[C:1]([O-:11])(=[O:10])[CH2:2][CH2:3][CH2:4][CH2:5][C:6]([O-:8])=[O:7] |f:4.5|. Reported procedure: Into the resin cook apparatus described in Example 1 are charged dimethyl adipate (200 grams, 1.15 moles), BHDP (302 grams, 1.37 moles), and dibutyltin oxide (1.0 gram). The mixture is heated at 180° C. for 4 hours. A conversion of 93 percent is obtained based upon the methanol taken overhead. The tacky polyester has an average molecular weight of 1,974, an acid number of 2.4, and a hydroxyl number of 50.0. Reactants: CC(C)(C)[O-], CS(C)=O, [Cl-], ClCc1ccccn1, O=[N+]([O-])c1ccc(Cl)cc1, [K+], [NH4+]. Product: O=[N+]([O-])c1ccc(Cl)cc1Cc1ccccn1. RXN SMILES: [CH3:19][C:20]([CH3:21])([O-:22])[CH3:23].[CH3:27][S:28](=[O:29])[CH3:30].[Cl-:25].[Cl:11][CH2:12][c:13]1[n:14][cH:15][cH:16][cH:17][cH:18]1.[Cl:1][c:2]1[cH:3][cH:4][c:5]([N+:8](=[O:9])[O-:10])[cH:6][cH:7]1.[K+:24].[NH4+:26]>>[Cl:1][c:2]1[cH:3][c:4]([CH2:12][c:13]2[n:14][cH:15][cH:16][cH:17][cH:18]2)[c:5]([N+:8](=[O:9])[O-:10])[cH:6][cH:7]1. Reactants: [N+](=O)([O-])C=1C=C(C=CC1)CC(=O)Cl ((3-nitro-phenyl)-acetyl chloride), NC1=C(C(=O)O)C=CC=C1 (2-aminobenzoic acid), N1=CC=CC=C1 (Pyridine). The solvent is ClCCl (dichloromethane), C(Cl)Cl (DCM). Reaction conditions: temperature 120 celsius. Product: [N+](=O)([O-])C=1C=C(CC=2OC(C3=C(N2)C=CC=C3)=O)C=CC1 (2-(3-nitro-benzyl)-benzo[d][1,3]oxazin-4-one). RXN SMILES: [N+:1]([C:4]1[CH:5]=[C:6]([CH2:10][C:11](Cl)=[O:12])[CH:7]=[CH:8][CH:9]=1)([O-:3])=[O:2].[NH2:14][C:15]1[CH:23]=[CH:22][CH:21]=[CH:20][C:16]=1[C:17](O)=[O:18].N1C=CC=CC=1>C(Cl)Cl>[N+:1]([C:4]1[CH:5]=[C:6]([CH:7]=[CH:8][CH:9]=1)[CH2:10][C:11]1[O:12][C:17](=[O:18])[C:16]2[CH:20]=[CH:21][CH:22]=[CH:23][C:15]=2[N:14]=1)([O-:3])=[O:2]. Procedure details: To a solution of commercially available (3-nitro-phenyl)-acetyl chloride (2.20 g, 11.05 mmol) in anhydrous DCM (9 mL) was added 2-aminobenzoic acid (0.76 g, 5.50 mmol). Pyridine (3 mL) was then added to the mixture and the reaction mixture was heated under microwave condition at 120° C. for 30 minutes, then diluted with dichloromethane and washed with NaHCO3 satured solution, then with water followed by brine. The organic phase was dried over Na2SO4, filtered and evaporated to give the 2-(3-nitr... The product is COCOC1=C(C(=O)OC)CC(C#N)(c2ccc(OC)c(OCC3CC3)c2)CC1. RXN SMILES: [C:1](=[O:2])([O:3][CH3:4])[CH:5]1[C:6](=[O:26])[CH2:7][CH2:8][C:9]([c:11]2[cH:12][c:13]([O:19][CH2:20][CH:21]3[CH2:22][CH2:23]3)[c:14]([O:17][CH3:18])[cH:15][cH:16]2)([C:24]#[N:25])[CH2:10]1.[CH3:33][N:34]([CH3:35])[P:36](=[O:37])([N:38]([CH3:39])[CH3:40])[N:41]([CH3:42])[CH3:43].[Cl:29][CH2:30][O:31][CH3:32].[H-:27].[Na+:28]>>[C:1](=[O:2])([O:3][CH3:4])[C:5]1=[C:6]([O:26][CH2:30][O:31][CH3:32])[CH2:7][CH2:8][C:9]([c:11]2[cH:12][c:13]([O:19][CH2:20][CH:21]3[CH2:22][CH2:23]3)[c:14]([O:17][CH3:18])[cH:15][cH:16]2)([C:24]#[N:25])[CH2:10]1. Reactants: COC(=O)C1CC(C#N)(c2ccc(OC)c(OCC3CC3)c2)CCC1=O, CN(C)P(=O)(N(C)C)N(C)C, COCCl, [H-], [Na+]. The reactants are O=[Ag], Clc1cc2c(Nc3ccc4c(cnn4Cc4ccccc4)c3)ncnc2cn1, CCCC[Sn](CCCC)(CCCC)c1cncn1C, C1COCCO1, Cl[Pd]Cl, c1ccc(P(CCCCP(c2ccccc2)c2ccccc2)c2ccccc2)cc1. The product is Cn1cncc1-c1cc2c(Nc3ccc4c(cnn4Cc4ccccc4)c3)ncnc2cn1. As a reaction SMILES: [Ag:87]=[O:88].[CH2:1]([c:2]1[cH:3][cH:4][cH:5][cH:6][cH:7]1)[n:8]1[n:9][cH:10][c:11]2[cH:12][c:13]([NH:17][c:18]3[c:19]4[c:20]([n:21][cH:22][n:23]3)[cH:24][n:25][c:26]([Cl:28])[cH:27]4)[cH:14][cH:15][c:16]12.[CH3:29][n:30]1[cH:31][n:32][cH:33][c:34]1[Sn:35]([CH2:36][CH2:37][CH2:38][CH3:39])([CH2:40][CH2:41][CH2:42][CH3:43])[CH2:44][CH2:45][CH2:46][CH3:47].[O:48]1[CH2:49][CH2:50][O:51][CH2:52][CH2:53]1.[Pd:54]([Cl:55])[Cl:56].[c:57]1([P:58]([c:59]2[cH:60][cH:61][cH:62][cH:63][cH:64]2)[CH2:65][CH2:66][CH2:67][CH2:68][P:69]([c:70]2[cH:71][cH:72][cH:73][cH:74][cH:75]2)[c:76]2[cH:77][cH:78][cH:79][cH:80][cH:81]2)[cH:82][cH:83][cH:84][cH:85][cH:86]1>>[CH2:1]([c:2]1[cH:3][cH:4][cH:5][cH:6][cH:7]1)[n:8]1[n:9][cH:10][c:11]2[cH:12][c:13]([NH:17][c:18]3[c:19]4[c:20]([n:21][cH:22][n:23]3)[cH:24][n:25][c:26](-[c:34]3[n:30]([CH3:29])[cH:31][n:32][cH:33]3)[cH:27]4)[cH:14][cH:15][c:16]12. The reactants are C(C)NC(=O)N1N=C(C2=CC(=CC=C12)C(F)(F)F)N (3-amino-5-trifluoromethylindazole-1-carboxylic acid ethylamide). Solvent: N1=CC=CC=C1 (pyridine). Yields the product NC1=NNC2=CC=C(C=C12)C(F)(F)F (3-amino-5-trifluoromethylindazole), C(C)N=C=O (ethyl isocyanate). Reaction SMILES: [CH2:1]([NH:3][C:4]([N:6]1[C:14]2[C:9](=[CH:10][C:11]([C:15]([F:18])([F:17])[F:16])=[CH:12][CH:13]=2)[C:8]([NH2:19])=[N:7]1)=[O:5])[CH3:2]>N1C=CC=CC=1>[NH2:19][C:8]1[C:9]2[C:14](=[CH:13][CH:12]=[C:11]([C:15]([F:17])([F:16])[F:18])[CH:10]=2)[NH:6][N:7]=1.[CH2:1]([N:3]=[C:4]=[O:5])[CH3:2]. Procedure: Analogously to Example 46, 0.05 mol of 3-amino-5-trifluoromethylindazole and 0.05 mol of ethyl isocyanate in 100 ml of pyridine give 3-amino-5-trifluoromethylindazole-1-carboxylic acid ethylamide (melting point: 131°-132° C; 47% of theory) in 1 hour at 10°-15° C.